From a dataset of the Open Reaction Database (ORD), a public repository of structured organic reaction records. describe an organic reaction: reactants, conditions, products, and yield Reported procedure: A suspension of 500 mg of 10% Pd/C and 2.5 g 4-(4-{4-[(5R)-5-(acetylamino-methyl)-2-oxo-oxazolidin-3-yl]-2-fluoro-phenyl}-piperazin-1-yl)-piperidin-1-carboxylic acid benzyl ester(, 5.51 mmol) in 50 ml methanol was stirred under hydrogen. The reaction was monitored by TLC. The Pd/C was filtered off, the filtrate evaporated to dryness and the residue digested in an ethyl acetate/hexane mixture. The glassy solid was filtered, washed with hexane and dried. Product: FC=1C=C(C=CC1N1CCN(CC1)C1CCNCC1)N1C(O[C@H](C1)CNC(C)=O)=O (N-{(5S)-3-[3-Fluoro-4-(4-piperidin-4-yl-piperazin-1-yl)-phenyl]-2-oxo-oxazolidin-5-ylmethyl}-acetamide). The solvent is CO (methanol). Reaction SMILES: C(OC([N:11]1[CH2:16][CH2:15][CH:14]([N:17]2[CH2:22][CH2:21][N:20]([C:23]3[CH:28]=[CH:27][C:26]([N:29]4[CH2:33][C@@H:32]([CH2:34][NH:35][C:36](=[O:38])[CH3:37])[O:31][C:30]4=[O:39])=[CH:25][C:24]=3[F:40])[CH2:19][CH2:18]2)[CH2:13][CH2:12]1)=O)C1C=CC=CC=1>CO.[Pd]>[F:40][C:24]1[CH:25]=[C:26]([N:29]2[CH2:33][C@H:32]([CH2:34][NH:35][C:36](=[O:38])[CH3:37])[O:31][C:30]2=[O:39])[CH:27]=[CH:28][C:23]=1[N:20]1[CH2:21][CH2:22][N:17]([CH:14]2[CH2:15][CH2:16][NH:11][CH2:12][CH2:13]2)[CH2:18][CH2:19]1. Reagents/catalysts: [Pd] (Pd/C). The reactants are C(C1=CC=CC=C1)OC(=O)N1CCC(CC1)N1CCN(CC1)C1=C(C=C(C=C1)N1C(O[C@@H](C1)CNC(C)=O)=O)F (4-(4-{4-[(5R)-5-(acetylamino-methyl)-2-oxo-oxazolidin-3-yl]-2-fluoro-phenyl}-piperazin-1-yl)-piperidin-1-carboxylic acid benzyl ester).